This data is from the Open Reaction Database (ORD), a public repository of structured organic reaction records. The task is: describe an organic reaction: reactants, conditions, products, and yield The reactants are CCOC(=O)COc1ccc(Sc2cc(C#Cc3ccc(S(C)(=O)=O)cc3)cc(OCC3CCCC3)c2)cc1C, CCO, Cl, [Na+], [OH-]. The product is Cc1cc(Sc2cc(C#Cc3ccc(S(C)(=O)=O)cc3)cc(OCC3CCCC3)c2)ccc1OCC(=O)O. RXN SMILES: [CH2:1]([CH3:2])[O:3][C:4]([CH2:5][O:6][c:7]1[c:8]([CH3:39])[cH:9][c:10]([S:13][c:14]2[cH:15][c:16]([O:32][CH2:33][CH:34]3[CH2:35][CH2:36][CH2:37][CH2:38]3)[cH:17][c:18]([C:20]#[C:21][c:22]3[cH:23][cH:24][c:25]([S:28](=[O:29])(=[O:30])[CH3:31])[cH:26][cH:27]3)[cH:19]2)[cH:11][cH:12]1)=[O:40].[CH3:44][CH2:45][OH:46].[ClH:43].[Na+:42].[OH-:41]>>[O:3]=[C:4]([CH2:5][O:6][c:7]1[c:8]([CH3:39])[cH:9][c:10]([S:13][c:14]2[cH:15][c:16]([O:32][CH2:33][CH:34]3[CH2:35][CH2:36][CH2:37][CH2:38]3)[cH:17][c:18]([C:20]#[C:21][c:22]3[cH:23][cH:24][c:25]([S:28](=[O:29])(=[O:30])[CH3:31])[cH:26][cH:27]3)[cH:19]2)[cH:11][cH:12]1)[OH:40].